Dataset: the Open Reaction Database (ORD), a public repository of structured organic reaction records. Task: describe an organic reaction: reactants, conditions, products, and yield Reactants: ClC=1C=CC(=NC1)C#N (5-chloropicolinonitrile), Cl.N1CC(CC1)O (pyrrolidin-3-ol hydrochloride), C(=O)([O-])[O-].[K+].[K+] (K2CO3). Solvent: CN(C)C=O (DMF). Run at time 16 hour. Yields the product OC1CN(CC1)C=1C=CC(=NC1)C#N (5-(3-hydroxypyrrolidin-1-yl)picolinonitrile). The yield is 73.4%. Reaction SMILES: Cl[C:2]1[CH:3]=[CH:4][C:5]([C:8]#[N:9])=[N:6][CH:7]=1.Cl.[NH:11]1[CH2:15][CH2:14][CH:13]([OH:16])[CH2:12]1.C([O-])([O-])=O.[K+].[K+]>CN(C=O)C>[OH:16][CH:13]1[CH2:14][CH2:15][N:11]([C:2]2[CH:3]=[CH:4][C:5]([C:8]#[N:9])=[N:6][CH:7]=2)[CH2:12]1 |f:1.2,3.4.5|. Procedure details: A mixture of 5-chloropicolinonitrile (2 g, 14.4 mmol), pyrrolidin-3-ol hydrochloride (2 g, 25.9 mmol) and K2CO3 (4 g, 28.9 mmol) in DMF (15 mL) was stirred at 140□ for 16 h. The organic solvent was removed under vacuum and the residue was taken into DCM (200 mL). Solid was removed by filtration and the filtrate was concentrated to give crude product (2.0 g yield 73%) as a yellow solid. [LCMS: RtA=1.19 min, m/z 190.2 [M+H]+]. The reactants are CN([C@@H](C(C)C)C(=O)O)C(C(C)(C)C)=O.NCCCCCC(=O)[O-] (methyl N-pivaloyl-L-valine 6-aminohexanoate), [OH-].[Na+] (sodium hydroxide). Reported procedure: In 500 ml of methanol was dissolved 44 g of methyl N-pivaloyl-L-valine-6-aminohexanoate followed by addition of 150 ml of 1N sodium hydroxide and the mixture was stirred at room temperature for 45 minutes. The ethanol was then evaporated off and 1N HCl and, then, ether were added to the residue. The mixture was shaken to extract the reaction product into the ether. The water layer was removed and the ether layer was dried over magnesium sulfate anhydride and concentrated to dryness under reduced... As a reaction SMILES: C[N:2]([C:10](=[O:15])[C:11]([CH3:14])([CH3:13])[CH3:12])[C@H:3]([C:7]([OH:9])=[O:8])[CH:4]([CH3:6])[CH3:5].[NH2:16][CH2:17][CH2:18][CH2:19][CH2:20][CH2:21][C:22]([O-:24])=[O:23].[OH-].[Na+]>CO>[C:10]([NH:2][C@H:3]([C:7]([OH:9])=[O:8])[CH:4]([CH3:5])[CH3:6])(=[O:15])[C:11]([CH3:12])([CH3:13])[CH3:14].[NH2:16][CH2:17][CH2:18][CH2:19][CH2:20][CH2:21][C:22]([OH:24])=[O:23] |f:0.1,2.3,5.6|. The product is C(C(C)(C)C)(=O)N[C@@H](C(C)C)C(=O)O.NCCCCCC(=O)O (N-Pivaloyl-L-valine 6-amino-hexanoic acid). Isolated yield 87.9%. Conditions: time 45 minute. Solvent: CO (methanol). Starting materials: C(=O)(O)[O-].[Na+] (NaHCO3), C(C1=CC=CC=C1)NC([C@H](CO)Br)=O ((2S)-N-benzyl-2-bromo-3-hydroxypropanamide), [N-]=[N+]=[N-].[Na+] (sodium azide), O (water). Solvent: CN(C=O)C (N,N-dimethylformamide). Reaction conditions: temperature 52.5 celsius. The product is N[C@@H](C(=O)NCC1=CC=CC=C1)CO ((2R)-2-amino-N-benzyl-3-hydroxypropanamide). RXN SMILES: [CH2:1]([NH:8][C:9](=[O:14])[C@@H:10](Br)[CH2:11][OH:12])[C:2]1[CH:7]=[CH:6][CH:5]=[CH:4][CH:3]=1.[N-:15]=[N+]=[N-].[Na+].O.C([O-])(O)=O.[Na+]>CN(C)C=O>[NH2:15][C@H:10]([CH2:11][OH:12])[C:9]([NH:8][CH2:1][C:2]1[CH:7]=[CH:6][CH:5]=[CH:4][CH:3]=1)=[O:14] |f:1.2,4.5|. Procedure details: To a reaction flask charged (2S)-N-benzyl-2-bromo-3-hydroxypropanamide (80.0 gms) and sodium azide (30.23 gms) in N,N-dimethylformamide (480 ml), stirred and raised the temperature to 50-55° C. and maintained for 4-5 hours. Stopped heating and cooled the reaction mixture to 20-25° C., charged DM water (400 ml), adjusted pH of the reaction mixture to 9-9.5 using 5% NaHCO3 solution. Extracted the reaction mixture with ethyl acetate (1×800 ml, 2×280 ml) separated the organic layer and combined all ...